Dataset: the Open Reaction Database (ORD), a public repository of structured organic reaction records. Task: describe an organic reaction: reactants, conditions, products, and yield Reactants: BrC1=CC=C2C(=NN(C2=C1)C1=CC=CC=C1)CC (6-bromo-3-ethyl-1-phenyl-1H-indazole), C1(=CC=CC=C1)C(=N)C1=CC=CC=C1 (diphenylmethanimine), CC1(C2=C(C(=CC=C2)P(C3=CC=CC=C3)C4=CC=CC=C4)OC5=C(C=CC=C51)P(C6=CC=CC=C6)C7=CC=CC=C7)C (Xantphos), C(=O)([O-])[O-].[Cs+].[Cs+] (Cs2CO3). The reagents and catalysts are CC(=O)[O-].CC(=O)[O-].[Pd+2] (Pd(OAc)2). Run in O1CCCC1 (tetrahydrofuran). Conditions: time 2 hour. Yields the product C(C)C1=NN(C2=CC(=CC=C12)N)C1=CC=CC=C1 (3-ethyl-1-phenyl-1H-indazol-6-amine). RXN SMILES: Br[C:2]1[CH:10]=[C:9]2[C:5]([C:6]([CH2:17][CH3:18])=[N:7][N:8]2[C:11]2[CH:16]=[CH:15][CH:14]=[CH:13][CH:12]=2)=[CH:4][CH:3]=1.CC1(C)C2C(=C(P(C3C=CC=CC=3)C3C=CC=CC=3)C=CC=2)OC2C(P(C3C=CC=CC=3)C3C=CC=CC=3)=CC=CC1=2.C([O-])([O-])=O.[Cs+].[Cs+].C1(C(C2C=CC=CC=2)=[NH:74])C=CC=CC=1>O1CCCC1.CC([O-])=O.CC([O-])=O.[Pd+2]>[CH2:17]([C:6]1[C:5]2[C:9](=[CH:10][C:2]([NH2:74])=[CH:3][CH:4]=2)[N:8]([C:11]2[CH:16]=[CH:15][CH:14]=[CH:13][CH:12]=2)[N:7]=1)[CH3:18] |f:2.3.4,7.8.9|. Procedure: Into a 100-mL 3-necked round-bottom flask purged and maintained with an inert atmosphere of nitrogen, was placed a solution of 6-bromo-3-ethyl-1-phenyl-1H-indazole (300 mg, 1.00 mmol, 1.00 equiv) in tetrahydrofuran (30 mL), Xantphos (64 mg, 0.11 mmol, 0.11 equiv), Pd(OAc)2 (33 mg, 0.15 mmol, 0.15 equiv), Cs2CO3 (214 mg, 1.11 mmol, 1.11 equiv), diphenylmethanimine (200 mg, 1.10 mmol, 1.10 equiv). The resulting solution was heated to reflux for 16 h in an oil bath. The resulting mixture was concen...